From a dataset of the Open Reaction Database (ORD), a public repository of structured organic reaction records. describe an organic reaction: reactants, conditions, products, and yield Reactants: II (iodine), FC1=CC=C(C=C1)CCCC(=O)NC (4-(4-fluorophenyl)-N-methylbutyramide), [BH4-].[Na+] (sodium borohydride), CO (Methanol). The solvent is C1CCOC1 (THF), C1CCOC1 (THF), C1CCOC1 (THF). Run at temperature 70 celsius. Product: FC1=CC=C(C=C1)CCCCNC (N-[4-(4-fluorophenyl)butyl]-N-methylamine). Isolated yield 14.8%. RXN SMILES: [F:1][C:2]1[CH:7]=[CH:6][C:5]([CH2:8][CH2:9][CH2:10][C:11]([NH:13][CH3:14])=O)=[CH:4][CH:3]=1.[BH4-].[Na+].II.CO>C1COCC1>[F:1][C:2]1[CH:3]=[CH:4][C:5]([CH2:8][CH2:9][CH2:10][CH2:11][NH:13][CH3:14])=[CH:6][CH:7]=1 |f:1.2|. Reported procedure: At 0° C., a solution of 4-(4-fluorophenyl)-N-methylbutyramide (1.30 g, 6.70 mmol) in THF (15 ml) was added dropwise to a suspension of sodium borohydride (604 mg, 16.0 mmol) in THF (15 ml). Successively, a solution of iodine (1.70 g, 6.70 mmol) in THF (20 ml) was added dropwise. The reaction mixture was heated to 70° C. for 16 hours. It was cooled to 0° C. Methanol (50 ml) was added carefully. The solvents were removed in vacuo. The residue was dissolved in a mixture of a 32% aqueous solution of... Reactants: O([Si](C1=CC=CC=C1)(C1=CC=CC=C1)C(C)(C)C)C1=C2CC[C@](CC2=CC=C1)(O)COC(N(C1=CC=C(C=C1)F)C1=CC=C(C=C1)F)=O ((2R)-5-t-butyldiphenylsiloxy-2-{[N,N-di(4-fluorophenyl)carbamoyloxy]methyl}-2-hydroxy-1,2,3,4-tetrahydronaphthalene), [F-].C(CCC)[N+](CCCC)(CCCC)CCCC (tetra-n-butylammonium fluoride). The solvent is C1CCOC1 (THF), C1CCOC1 (THF). Run at time 4 hour. The product is FC1=CC=C(C=C1)N(C(=O)OC[C@@]1(CC2=CC=CC(=C2CC1)O)O)C1=CC=C(C=C1)F ((2R)-2-{[N,N-di(4-fluorophenyl)carbamoyloxy]methyl}-2,5-dihydroxy-1,2,3,4-tetrahydronaphthalene). Reaction SMILES: [O:1]([C:19]1[CH:28]=[CH:27][CH:26]=[C:25]2[C:20]=1[CH2:21][CH2:22][C@@:23]([CH2:30][O:31][C:32](=[O:48])[N:33]([C:41]1[CH:46]=[CH:45][C:44]([F:47])=[CH:43][CH:42]=1)[C:34]1[CH:39]=[CH:38][C:37]([F:40])=[CH:36][CH:35]=1)([OH:29])[CH2:24]2)[Si](C(C)(C)C)(C1C=CC=CC=1)C1C=CC=CC=1.[F-].C([N+](CCCC)(CCCC)CCCC)CCC>C1COCC1>[F:40][C:37]1[CH:36]=[CH:35][C:34]([N:33]([C:41]2[CH:42]=[CH:43][C:44]([F:47])=[CH:45][CH:46]=2)[C:32]([O:31][CH2:30][C@@:23]2([OH:29])[CH2:22][CH2:21][C:20]3[C:25](=[CH:26][CH:27]=[CH:28][C:19]=3[OH:1])[CH2:24]2)=[O:48])=[CH:39][CH:38]=1 |f:1.2|. Reported procedure: To a mixture of (2R)-5-t-butyldiphenylsiloxy-2-{[N,N-di(4-fluorophenyl)carbamoyloxy]methyl}-2-hydroxy-1,2,3,4-tetrahydronaphthalene in THF (1 ml) was added 1M-tetra-n-butylammonium fluoride solution in THF (0.77 ml) at room temperature. After stirring for 4 hours, the reaction mixture was partitioned between AcOEt and water. The organic layer was washed with 1N-HCl, water, and evaporated in vacuo. The residue was purified by chromatography on silica gel (25 ml) using a mixture of AcOEt and n-hex... The reactants are ClC1=C(C(=CC=C1)Cl)C1=NOC(=C1C(=O)O)C (3-(2,6-dichlorophenyl)-5-methylisoxazole-4-carboxylic acid), NCCCN1CCN(CC1)C1=C(C=CC=C1)OCC(F)(F)F (1-(3-Aminopropyl)-4-[2-(2,2,2,-trifluoroethoxy)phenyl]piperazine). The product is ClC1=C(C(=CC=C1)Cl)C1=NOC(=C1C(=O)NCCCN1CCN(CC1)C1=C(C=CC=C1)OCC(F)(F)F)C (3-(2,6-Dichlorophenyl)-5-methyl-N-[3-[4-[2-(2,2,2-trifluoroethoxy)phenyl]-1-piperazinyl]pro-pyl]isoxazole-4-carboxamide). The yield is 75.0%. Reaction SMILES: [Cl:1][C:2]1[CH:7]=[CH:6][CH:5]=[C:4]([Cl:8])[C:3]=1[C:9]1[C:13]([C:14]([OH:16])=O)=[C:12]([CH3:17])[O:11][N:10]=1.[NH2:18][CH2:19][CH2:20][CH2:21][N:22]1[CH2:27][CH2:26][N:25]([C:28]2[CH:33]=[CH:32][CH:31]=[CH:30][C:29]=2[O:34][CH2:35][C:36]([F:39])([F:38])[F:37])[CH2:24][CH2:23]1>>[Cl:8][C:4]1[CH:5]=[CH:6][CH:7]=[C:2]([Cl:1])[C:3]=1[C:9]1[C:13]([C:14]([NH:18][CH2:19][CH2:20][CH2:21][N:22]2[CH2:23][CH2:24][N:25]([C:28]3[CH:33]=[CH:32][CH:31]=[CH:30][C:29]=3[O:34][CH2:35][C:36]([F:38])([F:39])[F:37])[CH2:26][CH2:27]2)=[O:16])=[C:12]([CH3:17])[O:11][N:10]=1. Reported procedure: The title compound was synthesised according to the procedure described in Example 1 but using 3-(2,6-dichlorophenyl)-5-methylisoxazole-4-carboxylic acid instead of 3-phenyl-5-methyliso-xazole-4-carboxylic acid and Compound 12B instead of Compound 1B. Extraction with diethyl ether followed by purification by flash chromatography (chloroform-2 N ammonia in methanol 100:3) afforded the title compound (75%) as an oil. Starting materials: C1CCOC1, C1CCOC1, CCCCCC, CC(C)[N-]C(C)C, N#CC1CCCCCC1, ClCBr, [Li+], O. The product is N#CC1(CCl)CCCCCC1. Reaction SMILES: [CH2:22]1[O:23][CH2:24][CH2:25][CH2:26]1.[CH2:27]1[O:28][CH2:29][CH2:30][CH2:31]1.[CH3:32][CH2:33][CH2:34][CH2:35][CH2:36][CH3:37].[CH:10]([N-:11][CH:12]([CH3:13])[CH3:14])([CH3:15])[CH3:16].[CH:1]1([C:8]#[N:9])[CH2:2][CH2:3][CH2:4][CH2:5][CH2:6][CH2:7]1.[Cl:18][CH2:19][Br:20].[Li+:17].[OH2:21]>>[C:1]1([C:8]#[N:9])([CH2:19][Cl:18])[CH2:2][CH2:3][CH2:4][CH2:5][CH2:6][CH2:7]1.